This data is from the Open Reaction Database (ORD), a public repository of structured organic reaction records. The task is: describe an organic reaction: reactants, conditions, products, and yield Starting materials: BrC1=C(C=O)C=CC(=C1)F (2-bromo-4-fluorobenzaldehyde), S1C(=NC=C1)C(=N)N (thiazole-2-carboxamidine), FC1(C[C@H](NC1)C(=O)O)F ((S)-4,4-difluoro-pyrrolidine-2-carboxylic acid), CC1=C(N=CO1)C(=N)N (5-methyl-oxazole-4-carboxamidine), N1[C@@H](COCC1)C(=O)O ((S)-morpholine-3-carboxylic acid). Yields the product BrC1=C(C=CC(=C1)F)[C@H]1C(=C(NC(=N1)C=1N=COC1C)CN1[C@@H](COCC1)C(=O)O)C(=O)OC ((S)-4-[(R)-6-(2-Bromo-4-fluoro-phenyl)-5-methoxycarbonyl-2-(5-methyl-oxazol-4-yl)-3,6-dihydro-pyrimidin-4-ylmethyl]-morpholine-3-carboxylic acid). As a reaction SMILES: [Br:1][C:2]1[CH:9]=[C:8]([F:10])[CH:7]=[CH:6][C:3]=1[CH:4]=O.[CH3:11][C:12]1[O:16][CH:15]=[N:14][C:13]=1[C:17]([NH2:19])=[NH:18].[NH:20]1[CH2:25][CH2:24][O:23][CH2:22][C@H:21]1[C:26]([OH:28])=[O:27].S1C=CN=[C:30]1C(N)=N.F[C:38]1(F)CN[C@H:40]([C:43]([OH:45])=[O:44])[CH2:39]1>>[Br:1][C:2]1[CH:9]=[C:8]([F:10])[CH:7]=[CH:6][C:3]=1[C@@H:4]1[N:19]=[C:17]([C:13]2[N:14]=[CH:15][O:16][C:12]=2[CH3:11])[NH:18][C:39]([CH2:38][N:20]2[CH2:25][CH2:24][O:23][CH2:22][C@H:21]2[C:26]([OH:28])=[O:27])=[C:40]1[C:43]([O:45][CH3:30])=[O:44]. Procedure: The title compound was prepared in analogy to Example 2 with Procedure A shown in Scheme 4 by using 2-bromo-4-fluorobenzaldehyde, 5-methyl-oxazole-4-carboxamidine (Compound AB) and (S)-morpholine-3-carboxylic acid instead of 2-chloro-4-fluorobenzaldehyde, thiazole-2-carboxamidine and (S)-4,4-difluoro-pyrrolidine-2-carboxylic acid. The stereochemistry of Example 65 was determined by comparing its 1H NMR data and HPLC retention time with Example 2. The reactants are [N+](=O)([O-])C1=C(C=C(C=C1)O)C(F)(F)F (4-nitro-3-trifluoromethylphenol), C([O-])([O-])=O.[K+].[K+] (potassium carbonate), BrCC(=O)OCC (ethyl bromoacetate). Solvent: CC(=O)C (acetone). Conditions: time 8 hour. The product is [N+](=O)([O-])C1=C(C=C(OCC(=O)O)C=C1)C(F)(F)F (4-nitro-3-trifluoromethylphenoxyacetic acid). Yield: 6.6%. RXN SMILES: [N+:1]([C:4]1[CH:9]=[CH:8][C:7]([OH:10])=[CH:6][C:5]=1[C:11]([F:14])([F:13])[F:12])([O-:3])=[O:2].C(=O)([O-])[O-].[K+].[K+].Br[CH2:22][C:23]([O:25]CC)=[O:24]>CC(C)=O>[N+:1]([C:4]1[CH:9]=[CH:8][C:7]([O:10][CH2:22][C:23]([OH:25])=[O:24])=[CH:6][C:5]=1[C:11]([F:12])([F:13])[F:14])([O-:3])=[O:2] |f:1.2.3|. Procedure details: The mixture of 4-nitro-3-trifluoromethylphenol (414 mg, 2.0 mmol), potassium carbonate (910 mg, 6.6 mmol), ethyl bromoacetate (500 mg, 3.0 mmol) and acetone (25 ml) was refluxed for 8 h. After cooling, the mixture was filtered to remove potassium carbonate. The filtrate was concentrated under reduced pressure. To this residue, 10 ml of dioxane and 14 ml 5% sodium hydroxide solution were added. After the mixture was stirred at room temperature overnight, it was acidified with concentrated hydroch... The reactants are COC(=O)c1cc(C#N)ccc1CN(Cc1ncccc1C)Cc1ncccc1C, N. The product is COC(=O)c1cc(CN)ccc1CN(Cc1ncccc1C)Cc1ncccc1C. Reaction SMILES: [CH3:1][O:2][C:3]([c:4]1[c:5]([CH2:12][N:13]([CH2:14][c:15]2[n:16][cH:17][cH:18][cH:19][c:20]2[CH3:21])[CH2:22][c:23]2[n:24][cH:25][cH:26][cH:27][c:28]2[CH3:29])[cH:6][cH:7][c:8]([C:10]#[N:11])[cH:9]1)=[O:30].[NH3:31]>>[CH3:1][O:2][C:3]([c:4]1[c:5]([CH2:12][N:13]([CH2:14][c:15]2[n:16][cH:17][cH:18][cH:19][c:20]2[CH3:21])[CH2:22][c:23]2[n:24][cH:25][cH:26][cH:27][c:28]2[CH3:29])[cH:6][cH:7][c:8]([CH2:10][NH2:11])[cH:9]1)=[O:30]. The reactants are CN(C)C=O, CC[Si](Cl)(CC)CC, O, CC(CS(=O)(=O)c1ccccc1)C1(O)CCCC1, c1c[nH]cn1. Yields the product CC[Si](CC)(CC)OC1(C(C)CS(=O)(=O)c2ccccc2)CCCC1. Reaction SMILES: [CH3:33][N:34]([CH3:35])[CH:36]=[O:37].[Cl:24][Si:25]([CH2:26][CH3:27])([CH2:28][CH3:29])[CH2:30][CH3:31].[OH2:32].[c:1]1([S:7](=[O:8])(=[O:9])[CH2:10][CH:11]([CH3:12])[C:13]2([OH:18])[CH2:14][CH2:15][CH2:16][CH2:17]2)[cH:2][cH:3][cH:4][cH:5][cH:6]1.[nH:19]1[cH:20][cH:21][n:22][cH:23]1>>[c:1]1([S:7](=[O:8])(=[O:9])[CH2:10][CH:11]([CH3:12])[C:13]2([O:18][Si:25]([CH2:26][CH3:27])([CH2:28][CH3:29])[CH2:30][CH3:31])[CH2:14][CH2:15][CH2:16][CH2:17]2)[cH:2][cH:3][cH:4][cH:5][cH:6]1. The reactants are Cc1ccccc1, COc1cc2nccc(Oc3ccc(N)cc3)c2cc1C#N, O=C=Nc1ccccc1. The product is COc1cc2nccc(Oc3ccc(NC(=O)Nc4ccccc4)cc3)c2cc1C#N. RXN SMILES: [CH3:32][c:33]1[cH:34][cH:35][cH:36][cH:37][cH:38]1.[NH2:1][c:2]1[cH:3][cH:4][c:5]([O:6][c:7]2[cH:8][cH:9][n:10][c:11]3[cH:12][c:13]([O:19][CH3:20])[c:14]([C:17]#[N:18])[cH:15][c:16]23)[cH:21][cH:22]1.[O:23]=[C:24]=[N:25][c:26]1[cH:27][cH:28][cH:29][cH:30][cH:31]1>>[NH:1]([c:2]1[cH:3][cH:4][c:5]([O:6][c:7]2[cH:8][cH:9][n:10][c:11]3[cH:12][c:13]([O:19][CH3:20])[c:14]([C:17]#[N:18])[cH:15][c:16]23)[cH:21][cH:22]1)[C:24](=[O:23])[NH:25][c:26]1[cH:27][cH:28][cH:29][cH:30][cH:31]1. Reactants: C(C)(C)(C)OC(=O)N1CCC(CC1)(CCC(C)(F)F)OC(C)=O (tert-butyl-4-acetoxy-4-(3,3-difluorobutyl)piperidine-1-carboxylate), [OH-].[Na+] (NaOH), Cl (HCl). Conditions: temperature 40 celsius, time 4 hour. Run in CO (MeOH), O (H2O). The product is C(C)(C)(C)OC(=O)N1CCC(CC1)(O)CCC(C)(F)F (tert-butyl-4-(3,3-difluorobutyl)-4-hydroxypiperidine-1-carboxylate). Procedure: To a solution of tert-butyl-4-acetoxy-4-(3,3-difluorobutyl)piperidine-1-carboxylate (100 mg, 0.426 mmol) in MeOH (10 mL) and H2O (2 mL) was added NaOH (145 mg, 8.45 mmol). The resulting mixture was stirred at 40° C. for 4 h. After cooling to room temperature, the mixture was acidified with 2N HCl solution. After removal of MeOH, the resulting solution was extracted with ethyl acetate. The organic layer was dried over Na2SO4, filtered, and evaporated to dryness under reduced pressure to give the ... RXN SMILES: [C:1]([O:5][C:6]([N:8]1[CH2:13][CH2:12][C:11]([O:20]C(=O)C)([CH2:14][CH2:15][C:16]([F:19])([F:18])[CH3:17])[CH2:10][CH2:9]1)=[O:7])([CH3:4])([CH3:3])[CH3:2].[OH-].[Na+].Cl>CO.O>[C:1]([O:5][C:6]([N:8]1[CH2:9][CH2:10][C:11]([CH2:14][CH2:15][C:16]([F:19])([F:18])[CH3:17])([OH:20])[CH2:12][CH2:13]1)=[O:7])([CH3:4])([CH3:2])[CH3:3] |f:1.2|. Starting materials: N1C=CC2=CC=CC=C12 (indole), COC(CN=[N+]=[N-])=O (methyl-2-azidoacetate), C[O-].[Na+] (NaOMe), CO (MeOH), CO (MeOH). Run in O (water). Conditions: time 3 hour. The product is O1CCOC=2C1=C1C(=CNC1=CC2)C(=O)O (2,3-dihydro-7H-[1,4]dioxino[2,3-e]indole-9-carboxylic acid). RXN SMILES: [NH:1]1[C:9]2[C:4](=[CH:5][CH:6]=[CH:7][CH:8]=2)C=[CH:2]1.C[O:11][C:12](=[O:17])[CH2:13]N=[N+]=[N-].[CH3:18][O-:19].[Na+].[CH3:21][OH:22]>O>[O:19]1[C:5]2=[C:4]3[C:9](=[CH:8][CH:7]=[C:6]2[O:22][CH2:21][CH2:18]1)[NH:1][CH:2]=[C:13]3[C:12]([OH:11])=[O:17] |f:2.3|. Procedure: To a stirred solution of compound 1 (25.000 g, 162.19 mmol) and methyl-2-azidoacetate (63.17 mL, 648.8 mmol) in dry MeOH (350.0 mL) at −10° C., was added a solution of NaOMe (35.046 g, 648.76 mmol) in MeOH (400.0 mL). The reaction mixture was stirred at the same temperature for 3 h and then rt for 16 h. The reaction progress was monitored by diluting an aliquot of the reaction mixture with water and extracting with EtOAc. The organic layer was spotted over an analytical silica gel TLC plate and ... The product is FC1=CC=C(C=C1)N1N=C(C=C1C1=CC(=CC=C1)COCC(F)(F)F)N (1-(4-Fluorophenyl)-5-[3-(2,2,2-trifluoroethoxymethyl)phenyl]-1H-pyrazol-3-ylamine). The reactants are aqueous solution, C([O-])([O-])=O.[Na+].[Na+] (sodium carbonate), C1(CCCCC1)P(C1CCCCC1)C1CCCCC1 (tricyclohexylphosphine), FC1=CC=C(C=C1)N1N=C(C=C1I)N (1-(4-fluorophenyl)-5-iodo-1H-pyrazol-3-ylamine), CC1(OB(OC1(C)C)C1=CC(=CC=C1)COCC(F)(F)F)C (4,4,5,5-tetramethyl-2-[3-(2,2,2-trifluoroethoxymethyl)phenyl]-[1,3,2]dioxaborolane). Procedure details: Under argon atmosphere, to a solution of 1-(4-fluorophenyl)-5-iodo-1H-pyrazol-3-ylamine (70 mg) prepared in Preparation 18 in 1,2-dimethoxyethane (0.7 ml) were sequentially added 4,4,5,5-tetramethyl-2-[3-(2,2,2-trifluoroethoxymethyl)phenyl]-[1,3,2]dioxaborolane (80 mg), a 2M aqueous solution of sodium carbonate (0.35 ml), tricyclohexylphosphine (13.0 mg) and palladium (II) acetate (5.2 mg) at room temperature, and the mixture was stirred at 100° C. for 2 hours. This reaction mixture was cooled t... The yield is 51.0%. As a reaction SMILES: [F:1][C:2]1[CH:7]=[CH:6][C:5]([N:8]2[C:12](I)=[CH:11][C:10]([NH2:14])=[N:9]2)=[CH:4][CH:3]=1.CC1(C)C(C)(C)OB([C:23]2[CH:28]=[CH:27][CH:26]=[C:25]([CH2:29][O:30][CH2:31][C:32]([F:35])([F:34])[F:33])[CH:24]=2)O1.C(=O)([O-])[O-].[Na+].[Na+].C1(P(C2CCCCC2)C2CCCCC2)CCCCC1>COCCOC.C([O-])(=O)C.[Pd+2].C([O-])(=O)C>[F:1][C:2]1[CH:7]=[CH:6][C:5]([N:8]2[C:12]([C:27]3[CH:28]=[CH:23][CH:24]=[C:25]([CH2:29][O:30][CH2:31][C:32]([F:33])([F:34])[F:35])[CH:26]=3)=[CH:11][C:10]([NH2:14])=[N:9]2)=[CH:4][CH:3]=1 |f:2.3.4,7.8.9|. The solvent is COCCOC (1,2-dimethoxyethane). Reagents/catalysts: C(C)(=O)[O-].[Pd+2].C(C)(=O)[O-] (palladium (II) acetate).